From a dataset of the Open Reaction Database (ORD), a public repository of structured organic reaction records. describe an organic reaction: reactants, conditions, products, and yield Reactants: C=CCn1c(Cl)nc2c1c(=O)[nH]c(=O)n2CCCC, C1COCCN1, C1CCOC1, CS(C)=O, c1ccc(P(c2ccccc2)(c2ccccc2)[Pd](P(c2ccccc2)(c2ccccc2)c2ccccc2)(P(c2ccccc2)(c2ccccc2)c2ccccc2)P(c2ccccc2)(c2ccccc2)c2ccccc2)cc1. The product is CCCCn1c(=O)[nH]c(=O)c2[nH]c(Cl)nc21. As a reaction SMILES: [CH2:1]([CH2:2][CH2:3][CH3:4])[n:5]1[c:6](=[O:19])[nH:7][c:8](=[O:18])[c:9]2[n:10]([CH2:15][CH:16]=[CH2:17])[c:11]([Cl:14])[n:12][c:13]12.[CH2:20]1[NH:21][CH2:22][CH2:23][O:24][CH2:25]1.[CH2:26]1[O:27][CH2:28][CH2:29][CH2:30]1.[CH3:31][S:32]([CH3:33])=[O:34].[cH:35]1[cH:36][cH:37][c:38]([P:39]([Pd:40]([P:41]([c:42]2[cH:43][cH:44][cH:45][cH:46][cH:47]2)([c:48]2[cH:49][cH:50][cH:51][cH:52][cH:53]2)[c:54]2[cH:55][cH:56][cH:57][cH:58][cH:59]2)([P:60]([c:61]2[cH:62][cH:63][cH:64][cH:65][cH:66]2)([c:67]2[cH:68][cH:69][cH:70][cH:71][cH:72]2)[c:73]2[cH:74][cH:75][cH:76][cH:77][cH:78]2)[P:79]([c:80]2[cH:81][cH:82][cH:83][cH:84][cH:85]2)([c:86]2[cH:87][cH:88][cH:89][cH:90][cH:91]2)[c:92]2[cH:93][cH:94][cH:95][cH:96][cH:97]2)([c:98]2[cH:99][cH:100][cH:101][cH:102][cH:103]2)[c:104]2[cH:105][cH:106][cH:107][cH:108][cH:109]2)[cH:110][cH:111]1>>[CH2:1]([CH2:2][CH2:3][CH3:4])[n:5]1[c:6](=[O:19])[nH:7][c:8](=[O:18])[c:9]2[nH:10][c:11]([Cl:14])[n:12][c:13]12. The reactants are C1CCOC1, Cc1ccccc1, CCO, N#Cc1ccccc1-c1cc([N+](=O)[O-])ccc1F. Yields the product N#Cc1ccccc1-c1cc(N)ccc1F. Reaction SMILES: [CH2:29]1[O:30][CH2:31][CH2:32][CH2:33]1.[CH3:19][c:20]1[cH:21][cH:22][cH:23][cH:24][cH:25]1.[CH3:26][CH2:27][OH:28].[F:1][c:2]1[c:3](-[c:11]2[c:12]([C:17]#[N:18])[cH:13][cH:14][cH:15][cH:16]2)[cH:4][c:5]([N+:8]([O-:9])=[O:10])[cH:6][cH:7]1>>[F:1][c:2]1[c:3](-[c:11]2[c:12]([C:17]#[N:18])[cH:13][cH:14][cH:15][cH:16]2)[cH:4][c:5]([NH2:8])[cH:6][cH:7]1. Reactants: [OH-].[Na+] (sodium hydroxide), C1(=CC=CC=C1)C(CO)CCO (2-Phenyl-1,4-butanediol), NCC(=O)O (glycine), C1=CC(=C[N+](=C1)[C@H]2[C@@H]([C@@H]([C@H](O2)COP(=O)([O-])OP(=O)(O)OC[C@@H]3[C@H]([C@H]([C@@H](O3)N4C=NC5=C4N=CN=C5N)O)O)O)O)C(=O)N (β-NAD+), [OH-].[Na+] (sodium hydroxide), NCC(=O)O (Glycine), COC=1C=CC(=CC1)C=O (anisaldehyde), [OH-].[Na+] (sodium hydroxide), [OH-].[Na+] (sodium hydroxide), alcohol. The solvent is CC(=O)C (acetone), C(C)O (ethanol), O (water), C(Cl)Cl (methylene chloride). Product: C1(=CC=CC=C1)[C@@H]1C(=O)OCC1 ((R)-2-phenylbutyrolactone). RXN SMILES: NCC(O)=O.[OH-].[Na+].[C:8]1([CH:14]([CH2:17][CH2:18][OH:19])[CH2:15][OH:16])[CH:13]=[CH:12][CH:11]=[CH:10][CH:9]=1.C1C=[N+]([C@@H]2O[C@H](COP(OP(OC[C@H]3O[C@@H](N4C5N=CN=C(N)C=5N=C4)[C@H](O)[C@@H]3O)(O)=O)([O-])=O)[C@@H](O)[C@H]2O)C=C(C(N)=O)C=1.COC1C=CC(C=O)=CC=1>O.CC(C)=O.C(O)C.C(Cl)Cl>[C:8]1([C@H:14]2[CH2:17][CH2:18][O:19][C:15]2=[O:16])[CH:13]=[CH:12][CH:11]=[CH:10][CH:9]=1 |f:1.2|. Procedure: Glycine (18.8 grams) is dissolved in 2 liters of deionized water, and the pH is adjusted by the addition of 10% sodium hydroxide to 9.0. 2-Phenyl-1,4-butanediol (10.0 grams) is dissolved in 150 ml of acetone added to the glycine solution with stirring, followed by the addition of β-NAD+ (Sigma, 0.5 grams). To the resulting solution is added horse liver alcohol dehydrogenase (Sigma, 250 mg, approximately 400 units). After the enzyme has dissolved the pH is readjusted to 9.0 with 10% sodium hydrox... Starting materials: N=1ON=C2C1C=CC=C2C2C=1C(NC(=C2C#N)C2CCN(CC2)C(=O)OC(C)(C)C)=NNC1 (4-(2,1,3-Benzoxadiazol-4-yl)-6-(1-t-butoxycarbonylpiperidin-4-yl)-5-cyano-4,7-dihydro-2H-pyrazolo[3,4-b]pyridine). The solvent is FC(C(=O)O)(F)F (trifluoroacetic acid). Yields the product N=1ON=C2C1C=CC=C2C2C=1C(NC(=C2C#N)C2CCNCC2)=NNC1 (4-(2,1,3-Benzoxadiazol-4-yl)-5-cyano-4,7-dihydro-6-(piperidin-4-yl)-2H-pyrazolo[3,4-b]pyridine). Isolated yield 62.9%. As a reaction SMILES: [N:1]1[O:2][N:3]=[C:4]2[C:9]([CH:10]3[C:15]([C:16]#[N:17])=[C:14]([CH:18]4[CH2:23][CH2:22][N:21](C(OC(C)(C)C)=O)[CH2:20][CH2:19]4)[NH:13][C:12]4=[N:31][NH:32][CH:33]=[C:11]34)=[CH:8][CH:7]=[CH:6][C:5]=12>FC(F)(F)C(O)=O>[N:1]1[O:2][N:3]=[C:4]2[C:9]([CH:10]3[C:15]([C:16]#[N:17])=[C:14]([CH:18]4[CH2:19][CH2:20][NH:21][CH2:22][CH2:23]4)[NH:13][C:12]4=[N:31][NH:32][CH:33]=[C:11]34)=[CH:8][CH:7]=[CH:6][C:5]=12. Procedure: 4-(2,1,3-Benzoxadiazol-4-yl)-6-(1-t-butoxycarbonylpiperidin-4-yl)-5-cyano-4,7-dihydro-2H-pyrazolo[3,4-b]pyridine (1.7 g) was added to trifluoroacetic acid (20 mL) at 0° C. and the mixture was stirred for an hour. The solvent was evaporated under reduced pressure. After alkalification with sodium bicarbonate, the mixture was extracted with ethyl acetate. The solvent was evaporated under reduced pressure and the residue was washed with acetonitrile, and the precipitated crystals were collected by ... Reactants: II (iodine), CNC(C1=C(C=CC=C1)OC1=CC=CC=C1)=O (N-methyl-2-phenoxybenzamide), [BH4-].[Na+] (sodium borohydride), CO (Methanol). Run in C1CCOC1 (THF), C1CCOC1 (THF), C1CCOC1 (THF). Conditions: temperature 0 celsius, time 20 minute. Product: CNCC1=C(C=CC=C1)OC1=CC=CC=C1 (N-methyl-N-(2-phenoxybenzyl)amine). Yield: 14.6%. RXN SMILES: [CH3:1][NH:2][C:3](=O)[C:4]1[CH:9]=[CH:8][CH:7]=[CH:6][C:5]=1[O:10][C:11]1[CH:16]=[CH:15][CH:14]=[CH:13][CH:12]=1.[BH4-].[Na+].II.CO>C1COCC1>[CH3:1][NH:2][CH2:3][C:4]1[CH:9]=[CH:8][CH:7]=[CH:6][C:5]=1[O:10][C:11]1[CH:16]=[CH:15][CH:14]=[CH:13][CH:12]=1 |f:1.2|. Reported procedure: At 0° C., a solution of N-methyl-2-phenoxybenzamide (22.2 g, 97.7 mmol) in THF (175 ml) was added dropwise to a suspension of sodium borohydride (9.20 g, 244 mmol) in THF (100 ml). The reaction mixture was stirred at 0° C. for 20 min. A solution of iodine (24.8 g 97 mmol) in THF (125 ml) was added dropwise. The reaction mixture was heated to 70° C. for 16 hours. It was cooled to 0° C. Methanol 500 ml was added dropwise. The solvents were removed in vacuo. The residue was dissolved in a mixture o... Starting materials: CN1C2=NC(=NC(=C2N=C1CN1CCC(CC1)C(C)(C)O)N1CCOCC1)[Sn](CCCC)(CCCC)CCCC (2-[1-(9-methyl-6-morpholin-4-yl-2-(tributylstannanyl)-9H-purin-8-ylmethyl)-piperidin-4-yl]propan-2-ol), BrC1=CC=CC=2N1C=C(N2)C (5-bromo-2-methyl-imidazo[1,2-a]pyridine). The reagents and catalysts are C=1C=CC(=CC1)[P](C=2C=CC=CC2)(C=3C=CC=CC3)[Pd]([P](C=4C=CC=CC4)(C=5C=CC=CC5)C=6C=CC=CC6)([P](C=7C=CC=CC7)(C=8C=CC=CC8)C=9C=CC=CC9)[P](C=1C=CC=CC1)(C=1C=CC=CC1)C=1C=CC=CC1 (Pd(PPh3)4), S1C(=CC=C1)C(=O)[O-].[Cu+] (copper(I) thiophene-2-carboxylate). Solvent: O1CCOCC1 (dioxane). Reaction conditions: temperature 150 celsius. The product is CN1C2=NC(=NC(=C2N=C1CN1CCC(CC1)C(C)(C)O)N1CCOCC1)C1=CC=CC=2N1C=C(N2)C (2-(1-((9-methyl-2-(2-methylimidazo[1,2-a]pyridin-5-yl)-6-morpholino-9H-purin-8-yl)methyl)piperidin-4-yl)propan-2-ol). The yield is 31.3%. RXN SMILES: [CH3:1][N:2]1[C:10]([CH2:11][N:12]2[CH2:17][CH2:16][CH:15]([C:18]([OH:21])([CH3:20])[CH3:19])[CH2:14][CH2:13]2)=[N:9][C:8]2[C:3]1=[N:4][C:5]([Sn](CCCC)(CCCC)CCCC)=[N:6][C:7]=2[N:22]1[CH2:27][CH2:26][O:25][CH2:24][CH2:23]1.Br[C:42]1[N:47]2[CH:48]=[C:49]([CH3:51])[N:50]=[C:46]2[CH:45]=[CH:44][CH:43]=1>O1CCOCC1.C1C=CC([P]([Pd]([P](C2C=CC=CC=2)(C2C=CC=CC=2)C2C=CC=CC=2)([P](C2C=CC=CC=2)(C2C=CC=CC=2)C2C=CC=CC=2)[P](C2C=CC=CC=2)(C2C=CC=CC=2)C2C=CC=CC=2)(C2C=CC=CC=2)C2C=CC=CC=2)=CC=1.S1C=CC=C1C([O-])=O.[Cu+]>[CH3:1][N:2]1[C:10]([CH2:11][N:12]2[CH2:13][CH2:14][CH:15]([C:18]([OH:21])([CH3:19])[CH3:20])[CH2:16][CH2:17]2)=[N:9][C:8]2[C:3]1=[N:4][C:5]([C:42]1[N:47]3[CH:48]=[C:49]([CH3:51])[N:50]=[C:46]3[CH:45]=[CH:44][CH:43]=1)=[N:6][C:7]=2[N:22]1[CH2:27][CH2:26][O:25][CH2:24][CH2:23]1 |f:4.5,^1:61,63,82,101|. Reported procedure: A mixture of 2-[1-(9-methyl-6-morpholin-4-yl-2-(tributylstannanyl)-9H-purin-8-ylmethyl)-piperidin-4-yl]propan-2-ol (127 mg, 0.19 mmol), 5-bromo-2-methyl-imidazo[1,2-a]pyridine (48 mg, 0.23 mmol), Pd(PPh3)4(22 mg, 0.02 mmol) and copper(I) thiophene-2-carboxylate (7 mg, 0.04 mmol) in dioxane (2 mL) was purged with argon gas then heated at 150° C., for 20 min, in a microwave reactor. The reaction mixture was loaded onto an Isolute® SCX-2 cartridge (10 g). The cartridge was washed with MeOH then the... Starting materials: NC=1SC2=C(N1)C=CC(=C2)[N+](=O)[O-] (2-amino-6-nitrobenzothiazole). The reagents and catalysts are [Ni] (Raney-nickel). Solvent: O1CCCC1 (tetrahydrofuran). Product: NC=1SC2=C(N1)C=CC(=C2)N (2,6-diaminobenzothiazole). Yield: 50.0%. As a reaction SMILES: [NH2:1][C:2]1[S:3][C:4]2[CH:10]=[C:9]([N+:11]([O-])=O)[CH:8]=[CH:7][C:5]=2[N:6]=1>O1CCCC1.[Ni]>[NH2:1][C:2]1[S:3][C:4]2[CH:10]=[C:9]([NH2:11])[CH:8]=[CH:7][C:5]=2[N:6]=1. Reported procedure: To a solution of 2-amino-6-nitrobenzothiazole (10 g, 0.051 mol) in 100 mL of tetrahydrofuran was added 3.0 g Raney-nickel active catalyst. The reaction mixture was hydrogenated until hydrogen consumption ceased. The reaction mixture was filtered through a Celite pad and the solution was concentrated under reduced pressure to produce a brown solid. The solid was recrystallized from toluene, yielding 2,6-diaminobenzothiazole (50% yield, m.p. 202-203° C.). Starting materials: Cc1ccccc1, CCOC(C)=O, Cl, O=C(c1ccc(F)cc1)C(F)(F)F. Product: OC(c1ccc(F)cc1)C(F)(F)F. Reaction SMILES: [CH3:1][c:2]1[cH:3][cH:4][cH:5][cH:6][cH:7]1.[CH3:22][CH2:23][O:24][C:25](=[O:26])[CH3:27].[ClH:21].[F:8][C:9]([C:10](=[O:11])[c:12]1[cH:13][cH:14][c:15]([F:18])[cH:16][cH:17]1)([F:19])[F:20]>>[F:8][C:9]([CH:10]([OH:11])[c:12]1[cH:13][cH:14][c:15]([F:18])[cH:16][cH:17]1)([F:19])[F:20]. Starting materials: N([C@@H](CC1=CC=C(C=C1)O)C(=O)N[C@H](C)C(=O)N[C@@H](CC1=CC=CC=C1)C(=O)N[C@@H](CCSC)C(=O)OC)C(=O)OC(C)(C)C (Boc-Tyr-DAla-Phe-Met-OCH3), C(C)N (ethylamine). The solvent is CO (methanol), CO (methanol). The product is N([C@@H](CC1=CC=C(C=C1)O)C(=O)N[C@H](C)C(=O)N[C@@H](CC1=CC=CC=C1)C(=O)N[C@@H](CCSC)C(=O)NCC)C(=O)OC(C)(C)C (Boc-Tyr-DAla-Phe-Met-NHCH2CH3). Isolated yield 92.0%. As a reaction SMILES: [NH:1]([C:39]([O:41][C:42]([CH3:45])([CH3:44])[CH3:43])=[O:40])[C@H:2]([C:11]([NH:13][C@@H:14]([C:16]([NH:18][C@H:19]([C:27]([NH:29][C@H:30]([C:35](OC)=[O:36])[CH2:31][CH2:32][S:33][CH3:34])=[O:28])[CH2:20][C:21]1[CH:26]=[CH:25][CH:24]=[CH:23][CH:22]=1)=[O:17])[CH3:15])=[O:12])[CH2:3][C:4]1[CH:9]=[CH:8][C:7]([OH:10])=[CH:6][CH:5]=1.[CH2:46]([NH2:48])[CH3:47]>CO>[NH:1]([C:39]([O:41][C:42]([CH3:45])([CH3:43])[CH3:44])=[O:40])[C@H:2]([C:11]([NH:13][C@@H:14]([C:16]([NH:18][C@H:19]([C:27]([NH:29][C@H:30]([C:35]([NH:48][CH2:46][CH3:47])=[O:36])[CH2:31][CH2:32][S:33][CH3:34])=[O:28])[CH2:20][C:21]1[CH:22]=[CH:23][CH:24]=[CH:25][CH:26]=1)=[O:17])[CH3:15])=[O:12])[CH2:3][C:4]1[CH:5]=[CH:6][C:7]([OH:10])=[CH:8][CH:9]=1. Procedure details: In a fashion analogous to Step D of Example 1A, 2.15 g of Boc-Tyr-DAla-Phe-Met-OCH3 was treated with 20 ml of ethylamine in 200 ml of methanol to give 2.01 g (92%) of Boc-Tyr-DAla-Phe-Met-NHCH2CH3, m.p. 159°-161° C., [α]D25 =5.04° (c, 0.97 in methanol). The reactants are ClC1=CC(=C(C=C1Cl)N)N (4,5-dichlorophenylenediamine), C(C)(C)(C)OC(CC(C1=CC(=CC=C1)C=1C=NC=CC1)=O)=O (3-oxo-3-(3-pyridin-3-yl-phenyl)-propionic acid tert-butyl ester). Run in C=1(C(=CC=CC1)C)C (xylene). Product: ClC1=CC2=C(NC(CC(=N2)C2=CC(=CC=C2)C=2C=NC=CC2)=O)C=C1Cl (7,8-Dichloro-4-(3-pyridin-3-yl-phenyl)-1,3-dihydro-benzo[b][1,4]diazepin-2-one), solid. Reaction SMILES: [Cl:1][C:2]1[C:7]([Cl:8])=[CH:6][C:5]([NH2:9])=[C:4]([NH2:10])[CH:3]=1.C([O:15][C:16](=O)[CH2:17][C:18](=O)[C:19]1[CH:24]=[CH:23][CH:22]=[C:21]([C:25]2[CH:26]=[N:27][CH:28]=[CH:29][CH:30]=2)[CH:20]=1)(C)(C)C>C1(C)C(C)=CC=CC=1>[Cl:1][C:2]1[C:7]([Cl:8])=[CH:6][C:5]2[NH:9][C:16](=[O:15])[CH2:17][C:18]([C:19]3[CH:24]=[CH:23][CH:22]=[C:21]([C:25]4[CH:26]=[N:27][CH:28]=[CH:29][CH:30]=4)[CH:20]=3)=[N:10][C:4]=2[CH:3]=1. Procedure details: The title compound was prepared from 4,5-dichlorophenylenediamine (172 mg, 0.97 mmol) and 3-oxo-3-(3-pyridin-3-yl-phenyl)-propionic acid tert-butyl ester (Example K1) (289 mg, 0.97 mmol) by refluxing in xylene according to the general procedure M. Obtained as an off-white solid (310 mg).